Dataset: the Open Reaction Database (ORD), a public repository of structured organic reaction records. Task: describe an organic reaction: reactants, conditions, products, and yield Reactants: C(CC)(=O)C1=CC=CC=C1 (propiophenone), OC1=CC=C(C=C1)C(=O)C1=CC=C(C=C1)O (bis(4-hydroxyphenyl)-methanone). The product is OC1=CC=C(C=C1)C(=C(CC)C1=CC=CC=C1)C1=CC=C(C=C1)O (4-(1-(4-hydroxylphenyl)-2-phenylbut-1-enyl)phenol). Yield: 88.0%. As a reaction SMILES: [C:1]([C:5]1[CH:10]=[CH:9][CH:8]=[CH:7][CH:6]=1)(=O)[CH2:2][CH3:3].[OH:11][C:12]1[CH:17]=[CH:16][C:15]([C:18]([C:20]2[CH:25]=[CH:24][C:23]([OH:26])=[CH:22][CH:21]=2)=O)=[CH:14][CH:13]=1>>[OH:11][C:12]1[CH:17]=[CH:16][C:15]([C:18]([C:20]2[CH:25]=[CH:24][C:23]([OH:26])=[CH:22][CH:21]=2)=[C:1]([C:5]2[CH:10]=[CH:9][CH:8]=[CH:7][CH:6]=2)[CH2:2][CH3:3])=[CH:14][CH:13]=1. Procedure details: Following general procedure of McMurry reaction as described in example 1, step B, propiophenone (1.9 g, 3.0 eq) was reacted with bis(4-hydroxyphenyl)-methanone (1.0 g, 1.0 eq) to give 1.3 g desired product (88% yield). Starting materials: C(C)N (ethyl amine), COC(=O)C1=CC2=C(CC(O2)(C)C)C(=C1)OC=1C=NC(=CC1)C(NC)=O (2,2-dimethyl-4-(6-methylcarbamoyl-pyridin-3-yloxy)-2,3-dihydro-benzofuran-6-carboxylic acid methyl ester), COC(=O)C1=CC2=C(CC(O2)(C)C)C(=C1)OC1=CC(=C(C=C1)C(=O)OC(C)(C)C)F (4-(4-tert-butoxycarbonyl-3-fluoro-phenoxy)-2,2-dimethyl-2,3-dihydro-benzofuran-6-carboxylic acid methyl ester). Yields the product COC(=O)C1=CC2=C(CC(O2)(C)C)C(=C1)OC=1C=NC(=CC1)C(NCC)=O (4-(6-Ethylcarbamoyl-pyridin-3-yloxy)-2,2-dimethyl-2,3-dihydro-benzofuran-6-carboxylic acid methyl ester), solid. Yield: 35.0%. As a reaction SMILES: [CH3:1][O:2][C:3]([C:5]1[CH:15]=[C:14]([O:16][C:17]2[CH:18]=[N:19][C:20]([C:23](=[O:26])[NH:24][CH3:25])=[CH:21][CH:22]=2)[C:8]2[CH2:9][C:10]([CH3:13])([CH3:12])[O:11][C:7]=2[CH:6]=1)=[O:4].[CH3:27]OC(C1C=C(OC2C=CC(C(OC(C)(C)C)=O)=C(F)C=2)C2CC(C)(C)OC=2C=1)=O.C(N)C>>[CH3:1][O:2][C:3]([C:5]1[CH:15]=[C:14]([O:16][C:17]2[CH:18]=[N:19][C:20]([C:23](=[O:26])[NH:24][CH2:25][CH3:27])=[CH:21][CH:22]=2)[C:8]2[CH2:9][C:10]([CH3:13])([CH3:12])[O:11][C:7]=2[CH:6]=1)=[O:4]. Procedure details: The title compound was prepared in a similar manner as described for Intermediate 166b, from 5-(6-methoxycarbonyl-2,2-dimethyl-2,3-dihydro-benzofuran-4-yloxy)-pyridine-2-carboxylic acid 66a) (74 mg, 0.22 mmol) and ethyl amine (2.0 M in THF, 1 mL) to give a white solid (28 mg, 35% yield). 1H NMR (400 MHz, CDCl3) δ 8.28 (d, J=2.78 Hz, 1 H) 8.18 (d, J=8.59 Hz, 1 H) 7.82-7.91 (m, 1 H) 7.34 (dd, J=8.59, 2.78 Hz, 1 H) 7.25 (s, 1 H) 7.19 (d, J=1.01 Hz, 1 H) 3.87 (s, 3 H) 3.52 (dd, J=7.33, 6.06 Hz, 2 H)... Starting materials: OC=1N=C2C(=NC1C1=CC=CC=C1)N=C(C=C2)NNC(C2=CN=CC=C2)=O (N′-(2-hydroxy-3-phenylpyrido[2,3-b]pyrazin-6-yl)nicotinohydrazide), O=P(Cl)(Cl)Cl (POCl3). As a reaction SMILES: O[C:2]1[N:3]=[C:4]2[CH:17]=[CH:16][C:15]([NH:18][NH:19][C:20](=O)[C:21]3[CH:26]=[CH:25][CH:24]=[N:23][CH:22]=3)=[N:14][C:5]2=[N:6][C:7]=1[C:8]1[CH:13]=[CH:12][CH:11]=[CH:10][CH:9]=1.O=P(Cl)(Cl)[Cl:30]>C(#N)C>[Cl:30][C:2]1[N:3]=[C:4]2[CH:17]=[CH:16][C:15]3=[N:18][N:19]=[C:20]([C:21]4[CH:22]=[N:23][CH:24]=[CH:25][CH:26]=4)[N:14]3[C:5]2=[N:6][C:7]=1[C:8]1[CH:13]=[CH:12][CH:11]=[CH:10][CH:9]=1. Run at temperature 100 celsius, time 8 hour. Solvent: C(C)#N (acetonitrile). Product: ClC=1N=C2C(=NC1C1=CC=CC=C1)N1C(C=C2)=NN=C1C=1C=NC=CC1 (3-chloro-2-phenyl-9-(3-pyridinyl)[1,2,4]triazolo[4′,3′:1,6]pyrido-[2,3-b]pyrazine). Reported procedure: To a mixture of N′-(2-hydroxy-3-phenylpyrido[2,3-b]pyrazin-6-yl)nicotinohydrazide (3-4) (5.8 g, 16.2 mmol) in acetonitrile (1.3 mL) was added POCl3 (7.5 mL, 81 mmol), and stirred at 100° C. for overnight. The solvent was removed under reduced pressure, and to the residue was added CHCl3 and water. The organic layer was separated, dried (Na2SO4), filtered, and evaporated in vacuo. To the residue was added CHCl3, and the resulting solid was collected by filtration to yield 3-chloro-2-phenyl-9-(3-p...